This data is from the Open Reaction Database (ORD), a public repository of structured organic reaction records. The task is: describe an organic reaction: reactants, conditions, products, and yield Reactants: COC1=C2CCC(C2=CC=C1)C(=O)O (4-methoxyindan-1-carboxylic acid), CN(C1=CC=C(C=C1)CNC1=CC=C(C=C1)C(C)C)C ([(4-dimethylaminophenyl)methyl](4-isopropylphenyl)amine). Product: CN(C1=CC=C(C=C1)CN(C(=O)C1CCC2=C(C=CC=C12)OC)C1=CC=C(C=C1)C(C)C)C (N-[(4-dimethylaminophenyl)methyl]-N-(4-isopropylphenyl)-4-methoxyindan-1-carboxamide). The yield is 53.9%. RXN SMILES: [CH3:1][O:2][C:3]1[CH:11]=[CH:10][CH:9]=[C:8]2[C:4]=1[CH2:5][CH2:6][CH:7]2[C:12]([OH:14])=O.[CH3:15][N:16]([CH3:34])[C:17]1[CH:22]=[CH:21][C:20]([CH2:23][NH:24][C:25]2[CH:30]=[CH:29][C:28]([CH:31]([CH3:33])[CH3:32])=[CH:27][CH:26]=2)=[CH:19][CH:18]=1>>[CH3:15][N:16]([CH3:34])[C:17]1[CH:18]=[CH:19][C:20]([CH2:23][N:24]([C:25]2[CH:30]=[CH:29][C:28]([CH:31]([CH3:32])[CH3:33])=[CH:27][CH:26]=2)[C:12]([CH:7]2[C:8]3[C:4](=[C:3]([O:2][CH3:1])[CH:11]=[CH:10][CH:9]=3)[CH2:5][CH2:6]2)=[O:14])=[CH:21][CH:22]=1. Reported procedure: By the reaction and treatment in the same manner as in Example 12 using 4-methoxyindan-1-carboxylic acid (0.20 g) and [(4-dimethylaminophenyl)methyl](4-isopropylphenyl)amine (0.27 g) as starting materials, N-[(4-dimethylaminophenyl)methyl]-N-(4-isopropylphenyl)-4-methoxyindan-1-carboxamide (0.24 g) was obtained. Starting materials: ClC1=CC2=C(N=C(O2)C=2C=C(C=CC2)C2(COCC(N2)=O)C)C=C1 ((RS)-5-[3-(6-chloro-benzooxazol-2-yl)-phenyl]-5-methyl-morpholin-3-one), COC=1C=CC(=CC1)P2(=S)SP(=S)(S2)C=3C=CC(=CC3)OC (Lawesson's reagent). The product is ClC1=CC2=C(N=C(O2)C=2C=C(C=CC2)C2(COCC(N2)=S)C)C=C1 (5-[3-(6-Chloro-benzooxazol-2-yl)-phenyl]-5-methyl-morpholin-3-thione). Isolated yield 79.0%. Reaction SMILES: [Cl:1][C:2]1[CH:24]=[CH:23][C:5]2[N:6]=[C:7]([C:9]3[CH:10]=[C:11]([C:15]4([CH3:22])[NH:20][C:19](=O)[CH2:18][O:17][CH2:16]4)[CH:12]=[CH:13][CH:14]=3)[O:8][C:4]=2[CH:3]=1.COC1C=CC(P2(SP(C3C=CC(OC)=CC=3)(=S)S2)=[S:34])=CC=1>>[Cl:1][C:2]1[CH:24]=[CH:23][C:5]2[N:6]=[C:7]([C:9]3[CH:10]=[C:11]([C:15]4([CH3:22])[NH:20][C:19](=[S:34])[CH2:18][O:17][CH2:16]4)[CH:12]=[CH:13][CH:14]=3)[O:8][C:4]=2[CH:3]=1. Procedure details: In close analogy to the procedure described for the preparation of Intermediate XVIII-1, the reaction of (RS)-5-[3-(6-chloro-benzooxazol-2-yl)-phenyl]-5-methyl-morpholin-3-one with Lawesson's reagent yielded the title compound (79% of theory). MS (ISP): m/z=359.1 [M+H]+. Starting materials: Brc1cnc2[nH]ccc2c1, Cn1cc(B2OC(C)(C)C(C)(C)O2)cn1. The product is Cn1cc(-c2cnc3[nH]ccc3c2)cn1. RXN SMILES: [Br:1][c:2]1[cH:3][c:4]2[c:5]([n:6][cH:7]1)[nH:8][cH:9][cH:10]2.[CH3:11][n:12]1[n:13][cH:14][c:15]([B:17]2[O:18][C:19]([CH3:20])([CH3:21])[C:22]([CH3:23])([CH3:24])[O:25]2)[cH:16]1>>[c:2]1(-[c:15]2[cH:14][n:13][n:12]([CH3:11])[cH:16]2)[cH:3][c:4]2[c:5]([n:6][cH:7]1)[nH:8][cH:9][cH:10]2. The reactants are COc1ccccc1O, CCC=O, [Li+], [OH-]. Yields the product CC=Cc1ccc(O)c(OC)c1. Reaction SMILES: [CH3:1][O:2][c:3]1[cH:4][cH:5][cH:6][cH:7][c:8]1[OH:9].[CH:10]([CH2:11][CH3:12])=[O:13].[Li+:15].[OH-:14]>>[CH3:1][O:2][c:3]1[cH:4][c:5]([CH:10]=[CH:11][CH3:12])[cH:6][cH:7][c:8]1[OH:9]. Starting materials: BrC1=C(C(=CC2=C(C=CC=C12)[N+](=O)[O-])OC)OC (1-Bromo-2,3-dimethoxy-5-nitronaphthalene), C(C)(C)(C)C1=CC=C(C=C1)B(O)O (4-t-butylphenylboronic acid), C(=O)([O-])[O-].[Na+].[Na+] (Na2CO3), O1CCOCC1 (dioxane). The reagents and catalysts are C=1C=CC(=CC1)[P](C=2C=CC=CC2)(C=3C=CC=CC3)[Pd]([P](C=4C=CC=CC4)(C=5C=CC=CC5)C=6C=CC=CC6)([P](C=7C=CC=CC7)(C=8C=CC=CC8)C=9C=CC=CC9)[P](C=1C=CC=CC1)(C=1C=CC=CC1)C=1C=CC=CC1 (Pd(PPh3)4). Run in CCOC(=O)C (EtOAc), O (H2O). Reaction conditions: temperature 100 celsius. Product: CCOC(=O)C.CCCCCC (EtOAc hexane). The yield is 99.0%. As a reaction SMILES: Br[C:2]1[C:11]2C(=C([N+]([O-])=[O:13])C=C[CH:10]=2)[CH:5]=[C:4](OC)[C:3]=1OC.C(C1C=CC(B(O)O)=CC=1)(C)(C)C.C([O-])([O-])=O.[Na+].[Na+].[O:38]1[CH2:43][CH2:42]O[CH2:40][CH2:39]1>CCOC(C)=O.C1C=CC([P]([Pd]([P](C2C=CC=CC=2)(C2C=CC=CC=2)C2C=CC=CC=2)([P](C2C=CC=CC=2)(C2C=CC=CC=2)C2C=CC=CC=2)[P](C2C=CC=CC=2)(C2C=CC=CC=2)C2C=CC=CC=2)(C2C=CC=CC=2)C2C=CC=CC=2)=CC=1.O>[CH3:40][CH2:39][O:38][C:43]([CH3:42])=[O:13].[CH3:10][CH2:11][CH2:2][CH2:3][CH2:4][CH3:5] |f:2.3.4,9.10,^1:53,55,74,93|. Procedure details: 1-Bromo-2,3-dimethoxy-5-nitronaphthalene (1 g), 4-t-butylphenylboronic acid (685 mg, 1.2 eq.), Pd(PPh3)4 (370 mg, 0.1 eq.), and Na2CO3 (680 mg, 2 eq.) were combined in a flask with 20 mL dioxane and 5 mL H2O and degassed. Reaction mixture was then refluxed at 100° C. overnight. Solution was cooled to room temperature then diluted with EtOAc and washed with saturated NaHCO3. The organic layer was dried over sodium sulfate and concentrated. Chromatography achieved using ISCO max gradient 20% EtOAc... Starting materials: C1CCOC1, CCOC(=O)CP(=O)(OCC)OCC, O=CC1CCCCC1, [H-], [Na+]. Yields the product CCOC(=O)C=CC1CCCCC1. RXN SMILES: [CH2:25]1[O:26][CH2:27][CH2:28][CH2:29]1.[CH3:3][CH2:4][O:5][C:6](=[O:7])[CH2:8][P:9]([O:10][CH2:11][CH3:12])([O:13][CH2:14][CH3:15])=[O:16].[CH:17]1([CH:23]=[O:24])[CH2:18][CH2:19][CH2:20][CH2:21][CH2:22]1.[H-:1].[Na+:2]>>[CH3:3][CH2:4][O:5][C:6](=[O:7])[CH:8]=[CH:23][CH:17]1[CH2:18][CH2:19][CH2:20][CH2:21][CH2:22]1. Reactants: O=C([O-])[O-], Cc1ccc(C=C2NC(=O)N(c3cc(F)ccc3F)C2=O)cc1, CI, [Cs+], [Cs+], CN(C)C=O, O. Product: Cc1ccc(C=C2C(=O)N(c3cc(F)ccc3F)C(=O)N2C)cc1. Reaction SMILES: [C:24](=[O:25])([O-:26])[O-:27].[CH3:1][c:2]1[cH:3][cH:4][c:5]([CH:6]=[C:7]2[C:8](=[O:21])[N:9]([c:13]3[c:14]([F:20])[cH:15][cH:16][c:17]([F:19])[cH:18]3)[C:10](=[O:12])[NH:11]2)[cH:22][cH:23]1.[CH3:30][I:31].[Cs+:28].[Cs+:29].[O:32]=[CH:33][N:34]([CH3:35])[CH3:36].[OH2:37]>>[CH3:1][c:2]1[cH:3][cH:4][c:5]([CH:6]=[C:7]2[C:8](=[O:21])[N:9]([c:13]3[c:14]([F:20])[cH:15][cH:16][c:17]([F:19])[cH:18]3)[C:10](=[O:12])[N:11]2[CH3:24])[cH:22][cH:23]1.